From a dataset of the Open Reaction Database (ORD), a public repository of structured organic reaction records. describe an organic reaction: reactants, conditions, products, and yield Reactants: BrC(C(=O)O)C(C)C (2-bromo-3-methylbutyric acid), C1(CCCCCCC1)NC(=S)N (N-cyclooctylthiourea). Product: C1(CCCCCCC1)NC=1SC(C(N1)=O)C(C)C (2-(Cyclooctylamino)-5-isopropyl-1,3-thiazol-4(5H)-one). Reaction SMILES: Br[CH:2]([CH:6]([CH3:8])[CH3:7])[C:3](O)=[O:4].[CH:9]1([NH:17][C:18]([NH2:20])=[S:19])[CH2:16][CH2:15][CH2:14][CH2:13][CH2:12][CH2:11][CH2:10]1>>[CH:9]1([NH:17][C:18]2[S:19][CH:2]([CH:6]([CH3:8])[CH3:7])[C:3](=[O:4])[N:20]=2)[CH2:16][CH2:15][CH2:14][CH2:13][CH2:12][CH2:11][CH2:10]1. Procedure: Synthesis was performed from 2-bromo-3-methylbutyric acid and N-cyclooctylthiourea according to Method C1. Reactants: ClC1=C(C(=NC=C1)N1C(C2=CC=3CC(CC3N2CC1)(C)C)=O)C=O (4-Chloro-2-{4,4-dimethyl-9-oxo-1,10-diazatricyclo[6.4.0.02,6]dodeca-2(6),7-dien-10-yl}pyridine-3-carbaldehyde), CN1C=C(C=C(C1=O)NC1=NC=C(C=C1)N1[C@@H](CN(CC1)C1COC1)C)C1=CC=NC(=C1C=O)N1C(C=2N(C=3CCCCC3C2)C=C1)=O ((R)-4-(1-Methyl-5-(5-(2-methyl-4-(oxetan-3-yl)piperazin-1-yl)pyridin-2-ylamino)-6-oxo-1,6-dihydropyridin-3-yl)-2-(1-oxo-6,7,8,9-tetrahydropyrazino[1,2-a]indol-2(1H)-yl)nicotinaldehyde), [O-]P(=O)([O-])[O-].[K+].[K+].[K+] (K3PO4), C(C)(=O)[O-].[Na+] (sodium acetate). The reagents and catalysts are C1=CC=C(C=C1)P([C-]2C=CC=C2)C3=CC=CC=C3.C1=CC=C(C=C1)P([C-]2C=CC=C2)C3=CC=CC=C3.Cl[Pd]Cl.[Fe+2] (PdCl2(dppf)). Run in O (water), C(C)#N (acetonitrile). Conditions: temperature 80 celsius. Yields the product CC1(CC=2N3CCN(C(C3=CC2C1)=O)C1=NC=CC(=C1C=O)C1=CN(C(C(=C1)NC1=NC=C(C=C1)N1[C@@H](CN(CC1)C1COC1)C)=O)C)C (2-{4,4-Dimethyl-9-oxo-1,10-diazatricyclo[6.4.0.02,6]dodeca-2(6),7-dien-10-yl}-4-[1-methyl-5-({5-[(2R)-2-methyl-4-(oxetan-3-yl)piperazin-1-yl]pyridin-2-yl}amino)-6-oxo-1,6-dihydropyridin-3-yl]pyridine-3-carbaldehyde). The yield is 41.2%. Reaction SMILES: Cl[C:2]1[CH:7]=[CH:6][N:5]=[C:4]([N:8]2[CH2:19][CH2:18][N:17]3[C:10](=[CH:11][C:12]4[CH2:13][C:14]([CH3:21])([CH3:20])[CH2:15][C:16]=43)[C:9]2=[O:22])[C:3]=1[CH:23]=[O:24].[CH3:25][N:26]1[C:31](=[O:32])[C:30]([NH:33][C:34]2[CH:39]=[CH:38][C:37]([N:40]3[CH2:45][CH2:44][N:43]([CH:46]4[CH2:49][O:48][CH2:47]4)[CH2:42][C@H:41]3[CH3:50])=[CH:36][N:35]=2)=[CH:29][C:28](C2C(C=O)=C(N3C=CN4C5CCCCC=5C=C4C3=O)N=CC=2)=[CH:27]1.[O-]P([O-])([O-])=O.[K+].[K+].[K+].C([O-])(=O)C.[Na+]>C1C=CC(P(C2C=CC=CC=2)[C-]2C=CC=C2)=CC=1.C1C=CC(P(C2C=CC=CC=2)[C-]2C=CC=C2)=CC=1.Cl[Pd]Cl.[Fe+2].O.C(#N)C>[CH3:20][C:14]1([CH3:21])[CH2:13][C:12]2[CH:11]=[C:10]3[N:17]([CH2:18][CH2:19][N:8]([C:4]4[C:3]([CH:23]=[O:24])=[C:2]([C:28]5[CH:29]=[C:30]([NH:33][C:34]6[CH:39]=[CH:38][C:37]([N:40]7[CH2:45][CH2:44][N:43]([CH:46]8[CH2:47][O:48][CH2:49]8)[CH2:42][C@H:41]7[CH3:50])=[CH:36][N:35]=6)[C:31](=[O:32])[N:26]([CH3:25])[CH:27]=5)[CH:7]=[CH:6][N:5]=4)[C:9]3=[O:22])[C:16]=2[CH2:15]1 |f:2.3.4.5,6.7,8.9.10.11|. Reported procedure: A 50-mL round-bottomed flask equipped with a reflux condenser was charged with 4-chloro-2-{4,4-dimethyl-9-oxo-1,10-diazatricyclo[6.4.0.02,6]dodeca-2(6),7-dien-10-yl}pyridine-3-carbaldehyde 108a (105 mg, 0.30 mmol), 1-methyl-3-({5-[(2R)-2-methyl-4-(oxetan-3-yl)piperazin-1-yl]pyridin-2-yl}amino)-5-(tetra-methyl-1,3,2-dioxaborolan-2-yl)-1,2-dihydropyridin-2-one 151g (216 mg, 0.45 mmol), PdCl2(dppf) (25 mg, 0.030 mmol), K3PO4 (126 mg, 0.60 mmol), sodium acetate (49 mg, 0.60 mmol), acetonitrile (15 m... The reactants are C(C)C=CCN (ethylallyl amine), C(=S)=S (carbon disulfide), CCOCC (ether). Conditions: time 15 minute. The product is C(C=C)NCC.C(C=C)N(C(S)=S)CC (N-allyl-N-ethyldithiocarbamic acid N-allyl-N-ethylamine salt). RXN SMILES: C([CH:3]=[CH:4][CH2:5][NH2:6])C.[C:7](=[S:9])=[S:8].[CH3:10][CH2:11]O[CH2:13][CH3:14]>>[CH2:5]([NH:6][CH2:10][CH3:11])[CH:4]=[CH2:3].[CH2:5]([N:6]([CH2:13][CH3:14])[C:7](=[S:8])[SH:9])[CH:4]=[CH2:3] |f:3.4|. Procedure: A quantity of 3.57 grams (g) of ethylallyl amine (0.042 mole) plus 1.52 g of carbon disulfide (0.02 mole) was charged into a beaker containing 50 mililliters (ml) of ether. The reaction mixture was allowed to let stand for approximately 15 minutes and the volatiles were then stripped off, leaving behind a residue of 4.9 g of a yellow solid, which was identified by conventional analytical techniques as being the subject compound. The reactants are C(=O)([O-])[O-].[Na+].[Na+] (Na2CO3), FC1=C(C#N)C=CC(=C1)C=1C=2C=NN(C2CCC1)C1OCCCC1 (2-Fluoro-4-(1-tetrahydropyran-2-yl-6,7-dihydroindazol-4-yl)benzonitrile), FC1=C(C#N)C=CC(=C1)C=1C2=CN(N=C2CCC1)C1OCCCC1 (2-fluoro-4-(2-tetrahydropyran-2-yl-6,7-dihydroindazol-4-yl)benzonitrile), OS(=O)(=O)O (H2SO4). Run in CC#N (CH3CN), C(C)(=O)OCC (ethyl acetate). Reaction conditions: time 6 hour. Product: N1N=CC=2C(=CCCC12)C1=CC(=C(C#N)C=C1)F (4-(6,7-Dihydro-1H-indazol-4-yl)-2-fluoro-benzonitrile). Isolated yield 60.0%. RXN SMILES: [F:1][C:2]1[CH:9]=[C:8]([C:10]2[C:11]3[CH:12]=[N:13][N:14](C4CCCCO4)[C:15]=3[CH2:16][CH2:17][CH:18]=2)[CH:7]=[CH:6][C:3]=1[C:4]#[N:5].FC1C=C(C2C3C(CCC=2)=NN(C2CCCCO2)C=3)C=CC=1C#N.OS(O)(=O)=O.C([O-])([O-])=O.[Na+].[Na+]>C(OCC)(=O)C.CC#N>[NH:14]1[C:15]2[CH2:16][CH2:17][CH:18]=[C:10]([C:8]3[CH:7]=[CH:6][C:3]([C:4]#[N:5])=[C:2]([F:1])[CH:9]=3)[C:11]=2[CH:12]=[N:13]1 |f:3.4.5|. Procedure: 2-Fluoro-4-(1-tetrahydropyran-2-yl-6,7-dihydroindazol-4-yl)benzonitrile and 2-fluoro-4-(2-tetrahydropyran-2-yl-6,7-dihydroindazol-4-yl)benzonitrile (0.23 g, 0.71 mmol) and H2SO4 (0.08 mL, 1.43 mmol) are added to CH3CN (5.0 mL) and the solution is stirred at room temperature for 6.0 hours. Aqueous Na2CO3 is added to basify the reaction, which is then diluted with ethyl acetate, the layers separated, and the aqueous back extracted with ethyl acetate (3×). The organics are combined, dried over Na2S... Reactants: [H-].[Na+] (sodium hydride), C(C1=CC=CC=C1)N1CCC(CC1)N1C(NC2=CC=CC=C2C1)=O (3-(1-benzyl-piperidin-4-yl)-3,4-dihydro-1H-quinazolin-2-one), CI (methyliodide). The solvent is O (water). Reaction conditions: time 1 hour. Product: C(C1=CC=CC=C1)N1CCC(CC1)N1C(N(C2=CC=CC=C2C1)C)=O (3-(1-Benzyl-piperidin-4-yl)-1-methyl-3,4-dihydro-1H-quinazolin-2-one). RXN SMILES: [H-].[Na+].[CH2:3]([N:10]1[CH2:15][CH2:14][CH:13]([N:16]2[CH2:25][C:24]3[C:19](=[CH:20][CH:21]=[CH:22][CH:23]=3)[NH:18][C:17]2=[O:26])[CH2:12][CH2:11]1)[C:4]1[CH:9]=[CH:8][CH:7]=[CH:6][CH:5]=1.[CH3:27]I>O>[CH2:3]([N:10]1[CH2:15][CH2:14][CH:13]([N:16]2[CH2:25][C:24]3[C:19](=[CH:20][CH:21]=[CH:22][CH:23]=3)[N:18]([CH3:27])[C:17]2=[O:26])[CH2:12][CH2:11]1)[C:4]1[CH:5]=[CH:6][CH:7]=[CH:8][CH:9]=1 |f:0.1|. Reported procedure: 1 g sodium hydride (60% oil dispersion) was added to 7 g 3-(1-benzyl-piperidin-4-yl)-3,4-dihydro-1H-quinazolin-2-one at 0° C. under nitrogen. The reaction was stirred at RT for 1 h and 1.5 mL methyliodide was added. The reaction was stirred 1 h at RT and poured into 600 mL water. The water layer was extracted with ethyl acetate. The organic layer was dried and evaporated to give 7.3 g of the desired product. The reactants are C(C)(C)(C)N1SC(C(=C1)CCCC)=N (2-tert-butyl-4-butylisothiazol-5(2H)-imine), C(C)(C)(C)OC(=O)N1CC(CC1)C(=O)O (1-(tert-butoxycarbonyl)pyrrolidine-3-carboxylic acid). The product is C(CCC)C/1=CN(S\C1=N/C(=O)C1CN(CC1)C(=O)OC(C)(C)C)C(C)(C)C (tert-butyl 3-{[(5z)-4-butyl-2-tert-butylisothiazol-5(2H)-ylidene]carbamoyl}pyrrolidine-1-carboxylate). RXN SMILES: [C:1]([N:5]1[CH:9]=[C:8]([CH2:10][CH2:11][CH2:12][CH3:13])[C:7](=[NH:14])[S:6]1)([CH3:4])([CH3:3])[CH3:2].[C:15]([O:19][C:20]([N:22]1[CH2:26][CH2:25][CH:24]([C:27](O)=[O:28])[CH2:23]1)=[O:21])([CH3:18])([CH3:17])[CH3:16]>>[CH2:10]([C:8]1=[CH:9][N:5]([C:1]([CH3:4])([CH3:3])[CH3:2])[S:6]/[C:7]/1=[N:14]\[C:27]([CH:24]1[CH2:25][CH2:26][N:22]([C:20]([O:19][C:15]([CH3:18])([CH3:17])[CH3:16])=[O:21])[CH2:23]1)=[O:28])[CH2:11][CH2:12][CH3:13]. Procedure details: The product from Example 92B and 1-(tert-butoxycarbonyl)pyrrolidine-3-carboxylic acid (Aldrich) were processed using the method described in Example 92C to afford the title compound. MS (ESI+) m/z 410 (M+H)+.